Dataset: the Open Reaction Database (ORD), a public repository of structured organic reaction records. Task: describe an organic reaction: reactants, conditions, products, and yield Reaction SMILES: [NH2:1][CH2:2][CH:3]([OH:6])[CH2:4][OH:5].[F:7][C:8]([F:15])([F:14])[C:9](OCC)=[O:10]>O1CCCC1>[OH:6][CH:3]([CH2:4][OH:5])[CH2:2][NH:1][C:9](=[O:10])[C:8]([F:15])([F:14])[F:7]. Run in O1CCCC1 (tetrahydrofuran). Isolated yield 94.2%. Product: OC(CNC(C(F)(F)F)=O)CO (N-(2,3-dihydroxypropyl)-2,2,2-trifluoroacetamide). Procedure: 15 g of 3-aminopropan-1,2-diol (164.6 mmol) were solubilized in 100 ml of tetrahydrofuran in a round-bottomed flask provided with a magnetic bar. The reaction mixture was then cooled to 0° C. on an ice bath and 21.5 ml of ethyl trifluoroacetate (181.1 mmol) were gradually added. The reaction mixture was stirred for 2 hours at room temperature. The crude reaction product was then evaporated to dryness. 29 g of a pure colorless oil were thus obtained (yield: 95%), that product was used without fur... The reactants are NCC(CO)O (3-aminopropan-1,2-diol), FC(C(=O)OCC)(F)F (ethyl trifluoroacetate). Reaction conditions: temperature 0 celsius, time 2 hour. Starting materials: C1(=CC=CC=C1)P(=O)(C1=CC=CC=C1)N=[N+]=[N-] (diphenylphosphoryl azide), C1CCC2=NCCCN2CC1 (DBU), C(#N)C1=C(CO)C=C(C=C1)OC (2-cyano-5-methoxybenzyl alcohol). Solvent: C1CCOC1 (THF). Run at time 8 hour. Product: C(#N)C1=C(CN=[N+]=[N-])C=C(C=C1)OC (2-Cyano-5-methoxybenzyl azide). Reaction SMILES: [C:1]([C:3]1[CH:10]=[CH:9][C:8]([O:11][CH3:12])=[CH:7][C:4]=1[CH2:5]O)#[N:2].C1(P([N:27]=[N+:28]=[N-:29])(C2C=CC=CC=2)=O)C=CC=CC=1.C1CCN2C(=NCCC2)CC1>C1COCC1>[C:1]([C:3]1[CH:10]=[CH:9][C:8]([O:11][CH3:12])=[CH:7][C:4]=1[CH2:5][N:27]=[N+:28]=[N-:29])#[N:2]. Reported procedure: A solution of 2-cyano-5-methoxybenzyl alcohol (1.8 g, 11 mmol) in THF (50 mL) was cooled to 0° C. and then treated sequentially with diphenylphosphoryl azide (2.8 mL, 13 mmol) and DBU 1.9 mL, 13 mmol), the former added in one portion and the latter dropwise. The reaction mixture was allowed to warm gradually to room temperature and to then stir there overnight. The solvent was removed and the residue partitioned between ethyl acetate and water. The organic phase was washed with dilute citric aci... Starting materials: C1CCNC1, COc1ccc(N2CCOCC2)c2sc(-c3nc4c([nH]3)CCN(C(=O)c3ccnc(CCl)c3)CC4)nc12. Reaction SMILES: [CH2:38]1[CH2:39][CH2:40][NH:41][CH2:42]1.[Cl:1][CH2:2][c:3]1[n:4][cH:5][cH:6][c:7]([C:9](=[O:10])[N:11]2[CH2:12][CH2:13][c:14]3[c:15]([n:18][c:19](-[c:21]4[s:22][c:23]5[c:24]([n:25]4)[c:26]([O:36][CH3:37])[cH:27][cH:28][c:29]5[N:30]4[CH2:31][CH2:32][O:33][CH2:34][CH2:35]4)[nH:20]3)[CH2:16][CH2:17]2)[cH:8]1>>[CH2:2]([c:3]1[n:4][cH:5][cH:6][c:7]([C:9](=[O:10])[N:11]2[CH2:12][CH2:13][c:14]3[c:15]([nH:18][c:19](-[c:21]4[s:22][c:23]5[c:24]([n:25]4)[c:26]([O:36][CH3:37])[cH:27][cH:28][c:29]5[N:30]4[CH2:31][CH2:32][O:33][CH2:34][CH2:35]4)[n:20]3)[CH2:16][CH2:17]2)[cH:8]1)[N:41]1[CH2:40][CH2:39][CH2:38][CH2:42]1. The product is COc1ccc(N2CCOCC2)c2sc(-c3nc4c([nH]3)CCN(C(=O)c3ccnc(CN5CCCC5)c3)CC4)nc12. Reactants: Br.BrCC(=O)C=1N=C(SC1)NC(=N)N (2-bromo-1-(2-guanidino-4-thiazolyl)ethanone hydrobromide), [N-]=[N+]=[N-].[Na+] (sodium azide), CN(C=O)C (dimethylformamide), C([O-])([O-])=O.[Na+].[Na+] (sodium carbonate). The product is N(=[N+]=[N-])CC(=O)C=1N=C(SC1)NC(=N)N (2-azido-1-(2-guanidino-4-thiazolyl)-ethanone). As a reaction SMILES: Br.Br[CH2:3][C:4]([C:6]1[N:7]=[C:8]([NH:11][C:12]([NH2:14])=[NH:13])[S:9][CH:10]=1)=[O:5].[N-:15]=[N+:16]=[N-:17].[Na+].CN(C)C=O.C(=O)([O-])[O-].[Na+].[Na+]>O>[N:15]([CH2:3][C:4]([C:6]1[N:7]=[C:8]([NH:11][C:12]([NH2:14])=[NH:13])[S:9][CH:10]=1)=[O:5])=[N+:16]=[N-:17] |f:0.1,2.3,5.6.7|. Solvent: O (water). Isolated yield 97.0%. Reported procedure: A mixture of 50 g (0.14 mol) of 2-bromo-1-(2-guanidino-4-thiazolyl)ethanone hydrobromide, 23.6 g (0.36 mol) of sodium azide, and 250 ml of dimethylformamide was stirred at room temperature for 1.5 hours. The mixture was poured into 1.5 liters of water, and the aqueous solution was made basic with solid sodium carbonate. The resulting precipitate was filtered, washed well with water, and dried, thereby affording 30.6 g (93%) of 2-azido-1-(2-guanidino-4-thiazolyl)-ethanone as a light brown crystal... Conditions: time 1.5 hour. Reactants: [BH4-], CO, CS(=O)(=O)c1nc2nc(Cl)nc(N3CCOCC3)c2s1, [Na+], C1CCOC1. Product: Clc1nc(N2CCOCC2)c2scnc2n1. Reaction SMILES: [BH4-:21].[CH3:28][OH:29].[Cl:1][c:2]1[n:3][c:4]([N:15]2[CH2:16][CH2:17][O:18][CH2:19][CH2:20]2)[c:5]2[c:6]([n:7]1)[n:8][c:9]([S:11]([CH3:12])(=[O:13])=[O:14])[s:10]2.[Na+:22].[O:23]1[CH2:24][CH2:25][CH2:26][CH2:27]1>>[Cl:1][c:2]1[n:3][c:4]([N:15]2[CH2:16][CH2:17][O:18][CH2:19][CH2:20]2)[c:5]2[c:6]([n:7]1)[n:8][cH:9][s:10]2. Starting materials: [Cl-].NC1=[N+](C=CC=N1)COC1=C(C=C(C=C1)Cl)Br (2-amino-1-[(2-bromo-4-chlorophenoxy)methyl]pyrimidinium chloride), C([O-])([O-])=O.[K+].[K+] (potassium carbonate). Reagents/catalysts: [Cu] (copper bronze). The solvent is C(CC)O (n-propanol). Yields the product ClC1=NC=2N(COC3=C(N2)C=CC=C3)C=C1 (2-chloro-6H-pyrimido[1,2-c] [1,3,5]-benzoxadiazepine). Isolated yield 73.0%. As a reaction SMILES: [Cl-:1].[NH2:2][C:3]1[N:8]=[CH:7][CH:6]=[CH:5][N+:4]=1[CH2:9][O:10][C:11]1[CH:16]=[CH:15][C:14](Cl)=[CH:13][C:12]=1Br.C(=O)([O-])[O-].[K+].[K+]>[Cu].C(O)CC>[Cl:1][C:7]1[CH:6]=[CH:5][N:4]2[CH2:9][O:10][C:11]3[CH:16]=[CH:15][CH:14]=[CH:13][C:12]=3[N:2]=[C:3]2[N:8]=1 |f:0.1,2.3.4|. Procedure: A mixture of 14.0 g of 2-amino-1-[(2-bromo-4-chlorophenoxy)methyl]pyrimidinium chloride, 11.1 g of micronized, anhydrous potassium carbonate, 0.4 g of copper bronze, and 350 ml of anhydrous n-propanol is stirred and heated under reflux for about eight hours, filtered hot, and the deep yellow filtrate is concentrated to dryness in vacuo. Workup gives about 6.8 g of 2-chloro-6H-pyrimido[1,2-c] [1,3,5]-benzoxadiazepine. Starting materials: N#Cc1ccc2[nH]ccc2c1, CCCCCC, [H-], [Na+], C1CCOC1, O, Cc1ccc(S(=O)(=O)Cl)cc1. Yields the product Cc1ccc(S(=O)(=O)n2ccc3cc(C#N)ccc32)cc1. RXN SMILES: [C:3](#[N:4])[c:5]1[cH:6][c:7]2[cH:8][cH:9][nH:10][c:11]2[cH:12][cH:13]1.[CH3:26][CH2:27][CH2:28][CH2:29][CH2:30][CH3:31].[H-:1].[Na+:2].[O:32]1[CH2:33][CH2:34][CH2:35][CH2:36]1.[OH2:25].[c:14]1([CH3:24])[cH:15][cH:16][c:17]([S:20](=[O:21])(=[O:22])[Cl:23])[cH:18][cH:19]1>>[C:3](#[N:4])[c:5]1[cH:6][c:7]2[cH:8][cH:9][n:10]([S:20]([c:17]3[cH:16][cH:15][c:14]([CH3:24])[cH:19][cH:18]3)(=[O:21])=[O:22])[c:11]2[cH:12][cH:13]1. Reactants: CN(C1(CCC(CC1)CNC(=O)N1CCC(CC1)C1=CNC2=CC=CC=C12)C1=CC=CC=C1)C (4-(1H-indol-3-yl)piperidine-1-carboxylic acid-(4-dimethylamino-4-phenylcyclohexylmethyl)-amide), C(C)O (ethanol), C(CC(O)(C(=O)O)CC(=O)O)(=O)O (Citric acid). Run in C(Cl)Cl (DCM). Run at time 20 minute. The product is C(CC(O)(C(=O)O)CC(=O)O)(=O)O.CN(C1(CCC(CC1)CNC(=O)N1CCC(CC1)C1=CNC2=CC=CC=C12)C1=CC=CC=C1)C.N1C=C(C2=CC=CC=C12)C1CCN(CC1)C(=O)NCC1CCC(CC1)(N(C)C)C1=CC=CC=C1 (4-(1H-indol-3-yl)piperidine-1-carboxylic acid-(4-dimethylamino-4-phenylcyclohexylmethyl)-amide hemicitrate). The yield is 71.2%. Reaction SMILES: [CH3:1][N:2]([CH3:34])[C:3]1([C:28]2[CH:33]=[CH:32][CH:31]=[CH:30][CH:29]=2)[CH2:8][CH2:7][CH:6]([CH2:9][NH:10][C:11]([N:13]2[CH2:18][CH2:17][CH:16]([C:19]3[C:27]4[C:22](=[CH:23][CH:24]=[CH:25][CH:26]=4)[NH:21][CH:20]=3)[CH2:15][CH2:14]2)=[O:12])[CH2:5][CH2:4]1.C(O)C.[C:38]([OH:50])(=[O:49])[CH2:39][C:40]([CH2:45][C:46]([OH:48])=[O:47])([C:42]([OH:44])=[O:43])[OH:41]>C(Cl)Cl>[C:38]([OH:50])(=[O:49])[CH2:39][C:40]([CH2:45][C:46]([OH:48])=[O:47])([C:42]([OH:44])=[O:43])[OH:41].[CH3:1][N:2]([CH3:34])[C:3]1([C:28]2[CH:29]=[CH:30][CH:31]=[CH:32][CH:33]=2)[CH2:8][CH2:7][CH:6]([CH2:9][NH:10][C:11]([N:13]2[CH2:14][CH2:15][CH:16]([C:19]3[C:27]4[C:22](=[CH:23][CH:24]=[CH:25][CH:26]=4)[NH:21][CH:20]=3)[CH2:17][CH2:18]2)=[O:12])[CH2:5][CH2:4]1.[NH:21]1[C:22]2[C:27](=[CH:26][CH:25]=[CH:24][CH:23]=2)[C:19]([CH:16]2[CH2:17][CH2:18][N:13]([C:11]([NH:10][CH2:9][CH:6]3[CH2:7][CH2:8][C:3]([C:28]4[CH:33]=[CH:32][CH:31]=[CH:30][CH:29]=4)([N:2]([CH3:1])[CH3:34])[CH2:4][CH2:5]3)=[O:12])[CH2:14][CH2:15]2)=[CH:20]1 |f:4.5.6|. Procedure details: The non-polar diastereoisomer of 4-(1H-indol-3-yl)piperidine-1-carboxylic acid-(4-dimethylamino-4-phenylcyclohexylmethyl)-amide (280 mg, 0.61 mmole) was dissolved in abs. ethanol (16 ml) and DCM (6 ml). Citric acid (118 mg, 0.616 mmole) was added in one portion at ca. 40° C. while stirring. After 20 minutes a colourless precipitate began to form. The suspension was stirred for 24 hours at RT. Following this the precipitate was filtered off and washed with cold ethanol (2×1 ml) and diethyl ether ... Starting materials: N1=CC=CC=C1 (Pyridine), FC(C1=NC=C(C=C1)N)(F)F (2-trifluoromethyl-5-aminopyridine), ClC(=O)OC1=CC=CC=C1 (phenyl chloroformate). Solvent: C(Cl)(Cl)Cl (chloroform). Conditions: time 8 hour. The product is C1(=CC=CC=C1)OC(NC=1C=NC(=CC1)C(F)(F)F)=O (phenyl[6-(trifluoromethyl)pyridin-3-yl]carbamate). RXN SMILES: N1C=CC=CC=1.[F:7][C:8]([F:17])([F:16])[C:9]1[CH:14]=[CH:13][C:12]([NH2:15])=[CH:11][N:10]=1.Cl[C:19]([O:21][C:22]1[CH:27]=[CH:26][CH:25]=[CH:24][CH:23]=1)=[O:20]>C(Cl)(Cl)Cl>[C:22]1([O:21][C:19](=[O:20])[NH:15][C:12]2[CH:11]=[N:10][C:9]([C:8]([F:7])([F:16])[F:17])=[CH:14][CH:13]=2)[CH:27]=[CH:26][CH:25]=[CH:24][CH:23]=1. Procedure details: Pyridine (2.9 mL) was added to a solution of 2-trifluoromethyl-5-aminopyridine (1.95 g) in chloroform (15 mL), the mixture was cooled in ice, and phenyl chloroformate (1.8 mL) was added thereto. The resulting mixture was stirred at room temperature overnight, and the reaction mixture was concentrated under reduced pressure. The residue was washed with isopropyl ether to afford phenyl[6-(trifluoromethyl)pyridin-3-yl]carbamate (2.16 g).